This data is from the Open Reaction Database (ORD), a public repository of structured organic reaction records. The task is: describe an organic reaction: reactants, conditions, products, and yield Reactants: C(#N)C=1C=C(C(=C(C(=O)O)C1)NS(=O)(=O)C1=CC=C(C=C1)OC)C (5-Cyano-2-(4-methoxybenzenesulfonylamino)-3-methyl-benzoic acid), C(C1=CC=CC=C1)Br (benzylbromide). The solvent is CCOCC (ether). Product: C(C1=CC=CC=C1)C1=C(C(=C(C(=O)O)C=C1C#N)NS(=O)(=O)C1=CC=C(C=C1)OC)C (Benzyl-(4-methoxybenzenesulfonylamino)-5-cyano-3-methylbenzoic acid). Isolated yield 51.0%. Reaction SMILES: [C:1]([C:3]1[CH:4]=[C:5]([CH3:24])[C:6]([NH:12][S:13]([C:16]2[CH:21]=[CH:20][C:19]([O:22][CH3:23])=[CH:18][CH:17]=2)(=[O:15])=[O:14])=[C:7]([CH:11]=1)[C:8]([OH:10])=[O:9])#[N:2].[CH2:25](Br)[C:26]1[CH:31]=[CH:30][CH:29]=[CH:28][CH:27]=1>CCOCC>[CH2:25]([C:4]1[C:3]([C:1]#[N:2])=[CH:11][C:7]([C:8]([OH:10])=[O:9])=[C:6]([NH:12][S:13]([C:16]2[CH:21]=[CH:20][C:19]([O:22][CH3:23])=[CH:18][CH:17]=2)(=[O:15])=[O:14])[C:5]=1[CH3:24])[C:26]1[CH:31]=[CH:30][CH:29]=[CH:28][CH:27]=1. Procedure details: In the same manner as described in Example 177, 4.5 g (13 mmol) of the product of Example 180 and 5 mL of benzylbromide provided 3.5 g (51%) of the desired product as brown solid after trituration with ether. m.p. 123° C.; Electrospray Mass Spec 527 (M+H). The reactants are ClC1CC2C(C(=O)OC2=O)C=C1 (4-chlorotetrahydrophthalic anhydride), CN (Methylamine). Conditions: temperature 150 celsius. Yields the product CN1C(C=2C(C1=O)=CC(=CC2)Cl)=O (N-methyl-4-chlorophthalimide). The yield is 95.0%. Reaction SMILES: [Cl:1][CH:2]1[CH:12]=[CH:11][CH:5]2[C:6]([O:8][C:9](=O)[CH:4]2[CH2:3]1)=[O:7].[CH3:13][NH2:14]>>[CH3:13][N:14]1[C:9](=[O:8])[C:4]2=[CH:3][C:2]([Cl:1])=[CH:12][CH:11]=[C:5]2[C:6]1=[O:7]. Procedure: An appropriately equipped glass reaction vessel was charged with 186.5 grams (1 mole) of 4-chlorotetrahydrophthalic anhydride and heated to 150° C. under nitrogen. Methylamine gas (32 grams, 1.03 mole) was then introduced to the reaction vessel subsurface over 30 minutes. The reaction mixture was then heated for 3 hours at 180° C. The product was then distilled to give N-methyl-4-chlorophthalimide in approximately 95% yield. The reactants are [Br-], C[Si](C)(C)[N-][Si](C)(C)C, CN(C)CC[P+](c1ccccc1)(c1ccccc1)c1ccccc1, O=Cc1ccc(C=CC(=O)O)cc1, [K+], CN(C)C=O. Yields the product CN(C)CC=Cc1ccc(C=CC(=O)O)cc1. Reaction SMILES: [Br-:1].[CH3:27][Si:28]([N-:29][Si:30]([CH3:31])([CH3:32])[CH3:33])([CH3:34])[CH3:35].[CH3:2][N:3]([CH2:4][CH2:5][P+:6]([c:7]1[cH:8][cH:9][cH:10][cH:11][cH:12]1)([c:13]1[cH:14][cH:15][cH:16][cH:17][cH:18]1)[c:19]1[cH:20][cH:21][cH:22][cH:23][cH:24]1)[CH3:25].[CH:36](=[O:37])[c:38]1[cH:39][cH:40][c:41]([CH:44]=[CH:45][C:46](=[O:47])[OH:48])[cH:42][cH:43]1.[K+:26].[O:49]=[CH:50][N:51]([CH3:52])[CH3:53]>>[CH3:2][N:3]([CH2:4][CH:5]=[CH:36][c:38]1[cH:39][cH:40][c:41]([CH:44]=[CH:45][C:46](=[O:47])[OH:48])[cH:42][cH:43]1)[CH3:25]. Reactants: C(C)(C)C1=C(C(=CC=C1)C(C)C)N=C=O (2,6-Diisopropylphenylisocyanate), CC(C)C1=C(C(=CC=C1)C(C)C)NC(CNCC1(CCCC1)C1=CC=CC=C1)=O (N-[2,6-bis(1-Methylethyl)phenyl]-2-[[(1-phenylcyclopentyl)methyl]amino]acetamide). The solvent is C(C)(=O)OCC (ethyl acetate). The product is CC(C)C1=C(C(=CC=C1)C(C)C)NC(CN(CC1(CCCC1)C1=CC=CC=C1)C(=O)NC1=C(C=CC=C1C(C)C)C(C)C)=O (N-[2,6-bis(1-Methylethyl)phenyl]-2-[[[[2,6-bis(1-methylethyl)phenyl]amino]carbonyl][(1-phenylcyclopentyl)methyl]amino]acetamide). Reaction SMILES: [CH:1]([C:4]1[CH:9]=[CH:8][CH:7]=[C:6]([CH:10]([CH3:12])[CH3:11])[C:5]=1[N:13]=[C:14]=[O:15])([CH3:3])[CH3:2].[CH3:16][CH:17]([C:19]1[CH:24]=[CH:23][CH:22]=[C:21]([CH:25]([CH3:27])[CH3:26])[C:20]=1[NH:28][C:29](=[O:44])[CH2:30][NH:31][CH2:32][C:33]1([C:38]2[CH:43]=[CH:42][CH:41]=[CH:40][CH:39]=2)[CH2:37][CH2:36][CH2:35][CH2:34]1)[CH3:18]>C(OCC)(=O)C>[CH3:18][CH:17]([C:19]1[CH:24]=[CH:23][CH:22]=[C:21]([CH:25]([CH3:26])[CH3:27])[C:20]=1[NH:28][C:29](=[O:44])[CH2:30][N:31]([C:14]([NH:13][C:5]1[C:4]([CH:1]([CH3:2])[CH3:3])=[CH:9][CH:8]=[CH:7][C:6]=1[CH:10]([CH3:12])[CH3:11])=[O:15])[CH2:32][C:33]1([C:38]2[CH:39]=[CH:40][CH:41]=[CH:42][CH:43]=2)[CH2:37][CH2:36][CH2:35][CH2:34]1)[CH3:16]. Reported procedure: 2,6-Diisopropylphenylisocyanate (0.24 g) and the product of Example 6 (0.45 g) were mixed and then diluted with a few mL of ethyl acetate. The solution was heated on the steambath and then concentrated to an oil which was heated on the steambath. Upon cooling to room temperature the oil partially solidified. Addition of hexane/EtoAc, 1/1 caused crystallization of the product which was collected by filtration. 0.30 g (44%). NMR (CDCl3) δ 1.08 (12H ,d), δ 1.17 (12H, d), δ 1.60-2.13 (8H, m), δ 2.65... Reactants: CNC(=S)C1=CC2(CCCCC2)Oc2ccc([N+](=O)[O-])cc21, [H-], CCI, N#CN, [Na+], C1CCOC1. Product: CN=C(NC#N)C1=CC2(CCCCC2)Oc2ccc([N+](=O)[O-])cc21. As a reaction SMILES: [CH3:1][NH:2][C:3](=[S:4])[C:5]1=[CH:6][C:7]2([O:8][c:9]3[c:10]1[cH:11][c:12]([N+:15](=[O:16])[O-:17])[cH:13][cH:14]3)[CH2:18][CH2:19][CH2:20][CH2:21][CH2:22]2.[H-:26].[I:23][CH2:24][CH3:25].[NH2:28][C:29]#[N:30].[Na+:27].[O:31]1[CH2:32][CH2:33][CH2:34][CH2:35]1>>[CH3:1][N:2]=[C:3]([C:5]1=[CH:6][C:7]2([O:8][c:9]3[c:10]1[cH:11][c:12]([N+:15](=[O:16])[O-:17])[cH:13][cH:14]3)[CH2:18][CH2:19][CH2:20][CH2:21][CH2:22]2)[NH:28][C:29]#[N:30]. Starting materials: C(CC1=CC=CC=C1)[Mg]Br (Phenethylmagnesium bromide), Cl (HCl), COC(C1=CC(=CC=C1)OS(=O)(=O)C(F)(F)F)=O (3-Trifluoromethanesulfonyloxy-benzoic acid methyl ester), CN1C(CCC1)=O (N-methylpyrrolidinone), Fe(acac)3. Run in O (water), C1CCOC1 (THF). Yields the product COC(C1=CC(=CC=C1)CCC1=CC=CC=C1)=O (3-Phenethyl-benzoic acid methyl ester). RXN SMILES: [CH3:1][O:2][C:3](=[O:18])[C:4]1[CH:9]=[CH:8][CH:7]=[C:6](OS(C(F)(F)F)(=O)=O)[CH:5]=1.CN1CCCC1=O.[CH2:26]([Mg]Br)[CH2:27][C:28]1[CH:33]=[CH:32][CH:31]=[CH:30][CH:29]=1.Cl>O.C1COCC1>[CH3:1][O:2][C:3](=[O:18])[C:4]1[CH:9]=[CH:8][CH:7]=[C:6]([CH2:26][CH2:27][C:28]2[CH:33]=[CH:32][CH:31]=[CH:30][CH:29]=2)[CH:5]=1. Procedure details: 75A (1.14 g, 4 mmol), N-methylpyrrolidinone (2.2 mL), Fe(acac)3 (70 mg, 0.2 mmol) and dry THF (25 mL) were stirred under nitrogen at room temperature. Phenethylmagnesium bromide (1.0 M in THF, 5 mL) was added by syringe. After stirring for fifteen minutes, HCl (1 M, 10 mL) was slowly added. The mixture was diluted with water and extracted three times with EtOAc. The organic layers were combined, washed with water and then brine, were dried over MgSO4 and were concentrated. Purification was achie... The reactants are CN1CCNCC1, CCO, O=C(CCl)Nc1cccc(-c2cnc3ccccc3n2)c1. Yields the product CN1CCN(CC(=O)Nc2cccc(-c3cnc4ccccc4n3)c2)CC1. As a reaction SMILES: [CH3:22][N:23]1[CH2:24][CH2:25][NH:26][CH2:27][CH2:28]1.[CH3:29][CH2:30][OH:31].[Cl:1][CH2:2][C:3](=[O:4])[NH:5][c:6]1[cH:7][c:8](-[c:12]2[n:13][c:14]3[cH:15][cH:16][cH:17][cH:18][c:19]3[n:20][cH:21]2)[cH:9][cH:10][cH:11]1>>[CH2:2]([C:3](=[O:4])[NH:5][c:6]1[cH:7][c:8](-[c:12]2[n:13][c:14]3[cH:15][cH:16][cH:17][cH:18][c:19]3[n:20][cH:21]2)[cH:9][cH:10][cH:11]1)[N:26]1[CH2:25][CH2:24][N:23]([CH3:22])[CH2:28][CH2:27]1. The reactants are 1-phenethyl, C[SiH](Cl)Cl (methyldichorosilane), C=CC1=CC=CC=C1 (styrene), 2-phenethyl. Solvent: ORGANOMETALLIC. Yields the product C(CC1=CC=CC=C1)C[SiH](Cl)Cl (phenethylmethyldichlorosilane). As a reaction SMILES: [CH3:1][SiH:2]([Cl:4])[Cl:3].[CH2:5]=[CH:6][C:7]1[CH:12]=[CH:11][CH:10]=[CH:9][CH:8]=1>>[CH2:5]([CH2:1][SiH:2]([Cl:4])[Cl:3])[CH2:6][C:7]1[CH:12]=[CH:11][CH:10]=[CH:9][CH:8]=1. Procedure details: The intermediate isomeric phenethylmethyldichlorosilane was prepared from methyldichorosilane and styrene using the method described by J. L. Speier at pages 435ff of ADVANCES IN ORGANOMETALLIC CHEMISTRY, Academic Press, Edited by F. G. A. Stone and R. West, 17 (1979). It contained approximately 65% of the 2-phenethyl isomer and 35% of the 1-phenethyl isomer. Starting materials: CSc1nccc(Cl)n1, [H-], Nc1ccc2nc[nH]c2c1, [Na+], CN(C)C=O. Product: CSc1nccc(-n2cnc3ccc(N)cc32)n1. Reaction SMILES: [CH3:13][S:14][c:15]1[n:16][cH:17][cH:18][c:19]([Cl:21])[n:20]1.[H-:12].[NH2:1][c:2]1[cH:3][c:4]2[c:5]([n:6][cH:7][nH:8]2)[cH:9][cH:10]1.[Na+:11].[O:22]=[CH:23][N:24]([CH3:25])[CH3:26]>>[NH2:1][c:2]1[cH:3][c:4]2[c:5]([n:6][cH:7][n:8]2-[c:19]2[cH:18][cH:17][n:16][c:15]([S:14][CH3:13])[n:20]2)[cH:9][cH:10]1. Reactants: Cn1nnc(N(Cc2cc(C(F)(F)F)cc(C(F)(F)F)c2)Cc2cc(C(F)(F)F)ccc2C(C)(O)C2CCCCC2)n1, [H-], CI, [Na+], C1CCOC1. As a reaction SMILES: [F:1][C:2]([c:3]1[cH:4][c:5]([CH2:6][N:7]([c:8]2[n:9][n:10][n:11]([CH3:13])[n:12]2)[CH2:14][c:15]2[c:16]([C:25]([CH3:26])([OH:27])[CH:28]3[CH2:29][CH2:30][CH2:31][CH2:32][CH2:33]3)[cH:17][cH:18][c:19]([C:21]([F:22])([F:23])[F:24])[cH:20]2)[cH:34][c:35]([C:37]([F:38])([F:39])[F:40])[cH:36]1)([F:41])[F:42].[H-:43].[I:45][CH3:46].[Na+:44].[O:47]1[CH2:48][CH2:49][CH2:50][CH2:51]1>>[F:1][C:2]([c:3]1[cH:4][c:5]([CH2:6][N:7]([c:8]2[n:9][n:10][n:11]([CH3:13])[n:12]2)[CH2:14][c:15]2[c:16]([C:25]([CH3:26])([O:27][CH3:46])[CH:28]3[CH2:29][CH2:30][CH2:31][CH2:32][CH2:33]3)[cH:17][cH:18][c:19]([C:21]([F:22])([F:23])[F:24])[cH:20]2)[cH:34][c:35]([C:37]([F:38])([F:39])[F:40])[cH:36]1)([F:41])[F:42]. Product: COC(C)(c1ccc(C(F)(F)F)cc1CN(Cc1cc(C(F)(F)F)cc(C(F)(F)F)c1)c1nnn(C)n1)C1CCCCC1.